From a dataset of the Open Reaction Database (ORD), a public repository of structured organic reaction records. describe an organic reaction: reactants, conditions, products, and yield Yields the product COC=1C=C(CCNCC(O)C=2SC=CC2)C=CC1OC (α-{[(3,4-Dimethoxyphenethyl)amino]methyl}-2-thiophenemethanol). Procedure: A solution of the halohydrin, α-(bromomethyl)-2-thiophenemethanol (11.4 g, 0.055 mole), described in Example 4, and the primary amine, 3,4-dimethoxyphenethylamine (15 g, 0.083 mole), in 200 ml toluene is heated at reflux for 12 hr. The mixture is cooled to 25° C, shaken with 10% NaOH an the layers separated. The aqueous layer is extracted with chloroform and the combined organic phases washed with water and brine, dried (K2CO3) and concentrated. The resulting dark brown oil is purified by chroma... Reactants: halohydrin, [OH-].[Na+] (NaOH), BrCC(O)C=1SC=CC1 (α-(bromomethyl)-2-thiophenemethanol), primary amine, COC=1C=C(CCN)C=CC1OC (3,4-dimethoxyphenethylamine). Reaction SMILES: Br[CH2:2][CH:3]([C:5]1[S:6][CH:7]=[CH:8][CH:9]=1)[OH:4].[CH3:10][O:11][C:12]1[CH:13]=[C:14]([CH:18]=[CH:19][C:20]=1[O:21][CH3:22])[CH2:15][CH2:16][NH2:17].[OH-].[Na+]>C1(C)C=CC=CC=1>[CH3:10][O:11][C:12]1[CH:13]=[C:14]([CH:18]=[CH:19][C:20]=1[O:21][CH3:22])[CH2:15][CH2:16][NH:17][CH2:2][CH:3]([C:5]1[S:6][CH:7]=[CH:8][CH:9]=1)[OH:4] |f:2.3|. Conditions: temperature 25 celsius. Run in C1(=CC=CC=C1)C (toluene).